This data is from the Open Reaction Database (ORD), a public repository of structured organic reaction records. The task is: describe an organic reaction: reactants, conditions, products, and yield Starting materials: [Al+3], CCOC(C)=O, COC(=O)C(C)N(c1ccc(Cl)cc1Cc1c(F)cccc1F)S(=O)(=O)c1ccc(OC)c(OC)c1, [H-], [H-], [H-], [H-], [Li+], [Na+], C1CCOC1, [OH-]. The product is COc1ccc(S(=O)(=O)N(c2ccc(Cl)cc2Cc2c(F)cccc2F)C(C)CO)cc1OC. RXN SMILES: [Al+3:38].[CH3:50][CH2:51][O:52][C:53](=[O:54])[CH3:55].[Cl:1][c:2]1[cH:3][c:4]([CH2:28][c:29]2[c:30]([F:36])[cH:31][cH:32][cH:33][c:34]2[F:35])[c:5]([N:8]([CH:9]([CH3:10])[C:11](=[O:12])[O:13][CH3:14])[S:15](=[O:16])(=[O:17])[c:18]2[cH:19][c:20]([O:26][CH3:27])[c:21]([O:24][CH3:25])[cH:22][cH:23]2)[cH:6][cH:7]1.[H-:37].[H-:40].[H-:41].[H-:42].[Li+:39].[Na+:44].[O:45]1[CH2:46][CH2:47][CH2:48][CH2:49]1.[OH-:43]>>[Cl:1][c:2]1[cH:3][c:4]([CH2:28][c:29]2[c:30]([F:36])[cH:31][cH:32][cH:33][c:34]2[F:35])[c:5]([N:8]([CH:9]([CH3:10])[CH2:11][OH:12])[S:15](=[O:16])(=[O:17])[c:18]2[cH:19][c:20]([O:26][CH3:27])[c:21]([O:24][CH3:25])[cH:22][cH:23]2)[cH:6][cH:7]1. The reactants are Cn1ccc2cccc(OCc3ccccc3)c21, CCO, [H][H]. Yields the product Cn1ccc2cccc(O)c21. RXN SMILES: [CH2:1]([c:2]1[cH:3][cH:4][cH:5][cH:6][cH:7]1)[O:8][c:9]1[cH:10][cH:11][cH:12][c:13]2[cH:14][cH:15][n:16]([CH3:18])[c:17]12.[CH3:21][CH2:22][OH:23].[H:19][H:20]>>[OH:8][c:9]1[cH:10][cH:11][cH:12][c:13]2[cH:14][cH:15][n:16]([CH3:18])[c:17]12. Starting materials: C(#N)C1=C(OCC(CN)O)C=CC=C1 (1-(2'-cyano-phenoxy)-2-hydroxy-3-amino-propane), C(C(C)O)Cl (propylene chlorohydrin), C([O-])([O-])=O.[Na+].[Na+] (sodium carbonate), [I-].[K+] (potassium iodide). The product is C(#N)C1=C(OCC(CNCC(O)C)O)C=CC=C1 (1-(2'-cyano-phenoxy)-2-hydroxy-3-[(2"-methyl-2"-hydroxy-ethyl)-amino]-propane). RXN SMILES: [C:1]([C:3]1[CH:14]=[CH:13][CH:12]=[CH:11][C:4]=1[O:5][CH2:6][CH:7]([OH:10])[CH2:8][NH2:9])#[N:2].C(=O)([O-])[O-].[Na+].[Na+].[I-].[K+].[CH2:23](Cl)[CH:24]([OH:26])[CH3:25]>C(O)C>[C:1]([C:3]1[CH:14]=[CH:13][CH:12]=[CH:11][C:4]=1[O:5][CH2:6][CH:7]([OH:10])[CH2:8][NH:9][CH2:23][CH:24]([CH3:25])[OH:26])#[N:2] |f:1.2.3,4.5|. Run in C(C)O (ethanol). Procedure: A mixture consisting of 0.3 gm (about 0.0015 mol) of 1-(2'-cyano-phenoxy)-2-hydroxy-3-amino-propane, 5 ml of absolute ethanol, 0.21 gm (0.002 mol) of sodium carbonate, 30 mgm of potassium iodide and 0.189 gm (0.002 mol) of propylene chlorohydrin was refluxed for 20 hours, accompanied by stirring. Thereafter, the reaction mixture was worked up in conventional manner, and the isolated raw reaction product was purified by chromatography in a silicagel column, yielding the free base 1-(2'-cyano-phen...